Dataset: the Open Reaction Database (ORD), a public repository of structured organic reaction records. Task: describe an organic reaction: reactants, conditions, products, and yield The reactants are NC(=NC(C1=C(C=C(C(=C1)S(=O)(=O)C)C#C)C)=O)N (N-diaminomethylene-2-methyl-4-ethynyl-5-methylsulfonylbenzamide), CC1=C(C(=O)OC)C=C(C(=C1)Br)S(=O)(=O)C (methyl 2-methyl-4-bromo-5-methylsulfonyl-benzoate), Li acetylide, CC1=C(C(=O)OC)C=C(C(=C1)C#C)S(=O)(=O)C (methyl 2-methyl-4-ethynyl-5-methylsulfonyl-benzoate), NC(=N)N (guanidine), [H][H] (hydrogen). The reagents and catalysts are [Pd].C(=O)([O-])[O-].[Ca+2] (Pd CaCO3). Solvent: CN(C)C=O (DMF). Product: NC(=NC(C1=C(C=C(C(=C1)S(=O)(=O)C)C=C)C)=O)N (N-diaminomethylene-2-methyl-4-ethenyl-5-methylsulfonyl-benzamide). RXN SMILES: [NH2:1][C:2]([NH2:19])=[N:3][C:4](=[O:18])[C:5]1[CH:10]=[C:9]([S:11]([CH3:14])(=[O:13])=[O:12])[C:8]([C:15]#[CH:16])=[CH:7][C:6]=1[CH3:17].CC1C=C(Br)C(S(C)(=O)=O)=CC=1C(OC)=O.CC1C=C(C#C)C(S(C)(=O)=O)=CC=1C(OC)=O.NC(N)=N.[H][H]>CN(C=O)C.[Pd].C([O-])([O-])=O.[Ca+2]>[NH2:19][C:2]([NH2:1])=[N:3][C:4](=[O:18])[C:5]1[CH:10]=[C:9]([S:11]([CH3:14])(=[O:12])=[O:13])[C:8]([CH:15]=[CH2:16])=[CH:7][C:6]=1[CH3:17] |f:6.7.8|. Procedure details: 6.0 g of N-diaminomethylene-2-methyl-4-ethynyl-5-methylsulfonylbenzamide, m.p. 223°-226° [obtainable by reaction of methyl 2-methyl-4-bromo-5-methylsulfonyl-benzoate with Li acetylide to give methyl 2-methyl-4-ethynyl-5-methylsulfonyl-benzoate and subsequent reaction with guanidine] are dissolved in 300 ml of DMF and hydrogenated in the presence of 450 mg of Pd-CaCO3 (Lindlar catalyst) for 15 minutes in a stream of hydrogen (p=1 bar). Customary working up gives N-diaminomethylene-2-methyl-4-ethe... Starting materials: [Cl-].ClC(C1=CC=CC=C1)=[N+](C)C ((α-chlorobenzylidene)dimethylammonium chloride), C1(CCCCC1)N (cyclohexylamine). Run in C(Cl)Cl (methylenechloride), C(Cl)Cl (methylenechloride). Conditions: time 8 hour. The product is amidine, C1(CCCCC1)N=C(N(C)C)C1=CC=CC=C1 (N'-cyclohexyl-N,N-dimethylbenzenecarboximidamide). Yield: 49.0%. As a reaction SMILES: [Cl-].Cl[C:3](=[N+:10]([CH3:12])[CH3:11])[C:4]1[CH:9]=[CH:8][CH:7]=[CH:6][CH:5]=1.[CH:13]1([NH2:19])[CH2:18][CH2:17][CH2:16][CH2:15][CH2:14]1>C(Cl)Cl>[CH:13]1([N:19]=[C:3]([C:4]2[CH:9]=[CH:8][CH:7]=[CH:6][CH:5]=2)[N:10]([CH3:12])[CH3:11])[CH2:18][CH2:17][CH2:16][CH2:15][CH2:14]1 |f:0.1|. Reported procedure: To the solution of (α-chlorobenzylidene)dimethylammonium chloride in methylenechloride described in Example 1, there was added dropwise, a solution of 49.6 g (0.5 mole) of cyclohexylamine in 100 ml of methylenechloride. The temperature of the ensuing exothermal reaction rose from 24.5° to 42.5° C. thus keeping the solvent in reflux. After the reaction subsided, the reaction mixture, consisting of a slurry of white solids in a pale yellow solution, was heated to reflux with stirring. After standi... Starting materials: Cl.COC=1C=C(C=CC1OC)C=1C(C(N(N1)C1CCNCC1)=O)(C)C (5-(3,4-dimethoxyphenyl)-4,4-dimethyl-2-(piperidin-4-yl)-2,4-dihydro-3H-pyrazol-3-one hydrochloride), Cl.COC=1C=C(C=CC1OC)C=1C(C(N(N1)C1CCNCC1)=O)(C)C (5-(3,4-dimethoxyphenyl)-4,4-dimethyl-2-(piperidin-4-yl)-2,4-dihydro-3H-pyrazol-3-one hydrochloride), ClC1=C(C(=O)Cl)C(=CC(=C1)Cl)Cl (2,4,6-trichlorobenzoyl chloride). Product: COC=1C=C(C=CC1OC)C=1C(C(N(N1)C1CCN(CC1)C(=O)C1=C(C=C(C=C1Cl)Cl)Cl)=O)(C)C (5-(3,4-Dimethoxyphenyl)-4,4-dimethyl-2-{1-[(2,4,6-trichlorophenyl)carbonyl]piperidin-4-yl}-2,4-dihydro-3H-pyrazol-3-one). RXN SMILES: Cl.[CH3:2][O:3][C:4]1[CH:5]=[C:6]([C:12]2[C:13]([CH3:25])([CH3:24])[C:14](=[O:23])[N:15]([CH:17]3[CH2:22][CH2:21][NH:20][CH2:19][CH2:18]3)[N:16]=2)[CH:7]=[CH:8][C:9]=1[O:10][CH3:11].[Cl:26][C:27]1[CH:35]=[C:34]([Cl:36])[CH:33]=[C:32]([Cl:37])[C:28]=1[C:29](Cl)=[O:30]>>[CH3:2][O:3][C:4]1[CH:5]=[C:6]([C:12]2[C:13]([CH3:25])([CH3:24])[C:14](=[O:23])[N:15]([CH:17]3[CH2:22][CH2:21][N:20]([C:29]([C:28]4[C:32]([Cl:37])=[CH:33][C:34]([Cl:36])=[CH:35][C:27]=4[Cl:26])=[O:30])[CH2:19][CH2:18]3)[N:16]=2)[CH:7]=[CH:8][C:9]=1[O:10][CH3:11] |f:0.1|. Procedure: The title compound is prepared analogously as described for GP1 using 5-(3,4-dimethoxyphenyl)-4,4-dimethyl-2-(piperidin-4-yl)-2,4-dihydro-3H-pyrazol-3-one hydrochloride (compound B1*HCl) and 2,4,6-trichlorobenzoyl chloride as starting compounds. The crude product is purified by crystallization from EA and diethyl ether to yield the title compound. Reactants: CN(C)S(=O)(=O)c1nnc(N=C=O)s1, CNCC1OCCC(C)O1, ClC(Cl)Cl. The product is CC1CCOC(CN(C)C(=O)Nc2nnc(S(=O)(=O)N(C)C)s2)O1. RXN SMILES: [CH3:11][N:12]([CH3:13])[S:14](=[O:15])(=[O:16])[c:17]1[n:18][n:19][c:20]([N:22]=[C:23]=[O:24])[s:21]1.[CH3:1][CH:2]1[O:3][CH:4]([CH2:8][NH:9][CH3:10])[O:5][CH2:6][CH2:7]1.[CH:25]([Cl:26])([Cl:27])[Cl:28]>>[CH3:1][CH:2]1[O:3][CH:4]([CH2:8][N:9]([CH3:10])[C:23]([NH:22][c:20]2[n:19][n:18][c:17]([S:14]([N:12]([CH3:11])[CH3:13])(=[O:15])=[O:16])[s:21]2)=[O:24])[O:5][CH2:6][CH2:7]1. Reactants: FC(C(F)(F)F)(F)P(O)(=O)C(C(F)(F)F)(F)F (bis(pentafluoroethyl)phosphinic acid), C1(=CC=CC=C1)P(Cl)(Cl)(Cl)Cl (phenyltetrachlorophosphorane). Reaction conditions: time 4 hour. Yields the product FC(C(F)(F)F)(F)P(=O)(C(C(F)(F)F)(F)F)Cl (bis(pentafluoroethyl)phosphinyl chloride). Yield: 78.4%. As a reaction SMILES: [F:1][C:2]([P:8]([C:11]([F:17])([F:16])[C:12]([F:15])([F:14])[F:13])(=O)[OH:9])([F:7])[C:3]([F:6])([F:5])[F:4].C1(P(Cl)(Cl)(Cl)[Cl:25])C=CC=CC=1>>[F:1][C:2]([P:8]([Cl:25])([C:11]([F:17])([F:16])[C:12]([F:15])([F:14])[F:13])=[O:9])([F:7])[C:3]([F:6])([F:5])[F:4]. Procedure details: 21.75 g (72 mmol) of bis(pentafluoroethyl)phosphinic acid are added dropwise at room temperature to 20.0 g (80 mmol) of phenyltetrachlorophosphorane, and the mixture is stirred for four hours. Bis(pentafluoroethyl)phosphinyl chloride is separated off by distillation at atmospheric pressure, giving 18.1 g of bis(pentafluoroethyl)phosphinyl chloride, which corresponds to a yield of 78%, based on the phosphinic acid employed. The reactants are ClC1=NC=C(C(=N1)Cl)F (2,4-dichloro-5-fluoropyrimidine), NC1=CC=C2C=CNC2=C1 (6-aminoindole). The product is N1C=CC2=CC=C(C=C12)NC1=NC=C(C(=N1)NC1=CC=C2C=CNC2=C1)F (N2,N4-bis(indol-6-yl)-5-fluoro-2,4-pyrimidinediamine). As a reaction SMILES: Cl[C:2]1[N:7]=[C:6](Cl)[C:5]([F:9])=[CH:4][N:3]=1.[NH2:10][C:11]1[CH:19]=[C:18]2[C:14]([CH:15]=[CH:16][NH:17]2)=[CH:13][CH:12]=1>>[NH:17]1[C:18]2[C:14](=[CH:13][CH:12]=[C:11]([NH:10][C:2]3[N:7]=[C:6]([NH:10][C:11]4[CH:19]=[C:18]5[C:14]([CH:15]=[CH:16][NH:17]5)=[CH:13][CH:12]=4)[C:5]([F:9])=[CH:4][N:3]=3)[CH:19]=2)[CH:15]=[CH:16]1. Procedure details: In like manner to the preparation of N2,N4-bis(3-hydroxyphenyl)-5-fluoro-2,4-pyrimidinediamine, 2,4-dichloro-5-fluoropyrimidine and 6-aminoindole were reacted to yield N2,N4-bis(indol-6-yl)-5-fluoro-2,4-pyrimidinediamine. LCMS: ret. time: 22.39 min.; purity: 85%; MS (m/e): 359 (MH+). Starting materials: BrC=1C=C2C=3N(C(C(NC3C1)=O)=O)C(CC2)CC(=O)O (9-bromo-5-carboxymethyl-6,7-dihydro-1H, 5H-pyrido[1,2,3-de]quinoxaline-2,3-dione), NC1=NN=NN1 (aminotetrazole). The product is BrC=1C=C2C=3N(C(C(NC3C1)=O)=O)C(CC2)CC(NC2=NN=NN2)=O (9-Bromo-5-(5-tetrazolylcarbamoylmethyl)-6,7-dihydro-1H, 5H-pyrido[1,2,3-de]quinoxaline-2,3-dione). The yield is 83.7%. Reaction SMILES: [Br:1][C:2]1[CH:3]=[C:4]2[CH2:16][CH2:15][CH:14]([CH2:17][C:18]([OH:20])=O)[N:6]3[C:7](=[O:13])[C:8](=[O:12])[NH:9][C:10]([CH:11]=1)=[C:5]23.[NH2:21][C:22]1[NH:26][N:25]=[N:24][N:23]=1>>[Br:1][C:2]1[CH:3]=[C:4]2[CH2:16][CH2:15][CH:14]([CH2:17][C:18](=[O:20])[NH:21][C:22]3[NH:26][N:25]=[N:24][N:23]=3)[N:6]3[C:7](=[O:13])[C:8](=[O:12])[NH:9][C:10]([CH:11]=1)=[C:5]23. Reported procedure: A procedure similar to that described in Example 51 was carried out with 9-bromo-5-carboxymethyl-6,7-dihydro-1H, 5H-pyrido[1,2,3-de]quinoxaline-2,3-dione (170 mg, 0.5 mmol) and aminotetrazole (50 mg, 0.59 mmol) to give 170 mg of the title compound (84%): mp 246°~247° C.; 1H NMR (270 MHz, DMSO-d6) δ12.12 (bs, 1H), 12.08 (s, 1H), 7.24 (d, 1H, J=2 Hz), 7.17 (d, 1H, J=2 Hz), 5.19~5.28 (m, 1H), 3.01 (ddd, 1H, J=17.1, 13.5, 4.5 Hz), 2.84 (dm, 1H, J=17.1 Hz), 2.66~2.75 (m, 2H), 2.12 (dm, 1H, J=13.5 Hz)...